This data is from the Open Reaction Database (ORD), a public repository of structured organic reaction records. The task is: describe an organic reaction: reactants, conditions, products, and yield Reactants: CN1CCC(=CC1)C1=CNC2=CC=C(C=C12)C=O (3-(1-Methyl-1,2,3,6-tetrahydro-4-pyridyl)-1H-indole-5-carbaldehyde), N1C(=O)NC(=O)C1 (hydantoin), C(C)(=O)[O-].[NH4+] (ammonium acetate). The solvent is C(C)(=O)O (acetic acid). Product: CN1CCC(=CC1)C1=CNC2=CC=C(C=C12)C=C1C(NC(N1)=O)=O (5-[3-(1-Methyl-1,2,3,6-tetrahydro-4-pyridyl)-1H-indol-5-ylmethylene]-2,4-imidazolidinedione). Isolated yield 76.0%. As a reaction SMILES: [CH3:1][N:2]1[CH2:7][CH:6]=[C:5]([C:8]2[C:16]3[C:11](=[CH:12][CH:13]=[C:14]([CH:17]=O)[CH:15]=3)[NH:10][CH:9]=2)[CH2:4][CH2:3]1.[NH:19]1[CH2:25][C:23](=[O:24])[NH:22][C:20]1=[O:21].C([O-])(=O)C.[NH4+]>C(O)(=O)C>[CH3:1][N:2]1[CH2:7][CH:6]=[C:5]([C:8]2[C:16]3[C:11](=[CH:12][CH:13]=[C:14]([CH:17]=[C:25]4[NH:19][C:20](=[O:21])[NH:22][C:23]4=[O:24])[CH:15]=3)[NH:10][CH:9]=2)[CH2:4][CH2:3]1 |f:2.3|. Procedure: A mixture of the product from step (b) (2.4 g), hydantoin (Aldrich, 0.98 g) and ammonium acetate (0.74 g) in glac. acetic acid (2.4 ml) was heated at 120° C. for 4 hours. The mixture was cooled and the resulting precipitate filtered off and dried to give the desired product as a yellow solid (2.4 g). The reactants are C(=O)(OCC1C2=CC=CC=C2C2=CC=CC=C12)NC(=S)N (N-Fmoc-thiourea), BrCC(C(=O)O)=O (bromopyruvic acid). Solvent: O1CCOCC1 (dioxane). Yields the product C(=O)(OCC1C2=CC=CC=C2C2=CC=CC=C12)N1C(SC=C1C(=O)O)N (N-Fmoc-2-aminothiazole-4-carboxylic acid). The yield is 96.4%. As a reaction SMILES: [C:1]([NH:18][C:19]([NH2:21])=[S:20])([O:3][CH2:4][CH:5]1[C:17]2[C:12](=[CH:13][CH:14]=[CH:15][CH:16]=2)[C:11]2[C:6]1=[CH:7][CH:8]=[CH:9][CH:10]=2)=[O:2].Br[CH2:23][C:24](=O)[C:25]([OH:27])=[O:26]>O1CCOCC1>[C:1]([N:18]1[C:24]([C:25]([OH:27])=[O:26])=[CH:23][S:20][CH:19]1[NH2:21])([O:3][CH2:4][CH:5]1[C:6]2[C:11](=[CH:10][CH:9]=[CH:8][CH:7]=2)[C:12]2[C:17]1=[CH:16][CH:15]=[CH:14][CH:13]=2)=[O:2]. Reported procedure: A solution of N-Fmoc-thiourea (5.96 g, 20 mmol) in dioxane (40 mL) was treated with bromopyruvic acid (3.34 g, 20 mmol). The reaction mixture was refluxed for 1 h, then the precipitated solids were recovered by filtration and washed with diethyl ether (3×20 mL) to afford N-Fmoc-2-aminothiazole-4-carboxylic acid (7.1 g, 97%) as a white solid: EI-HRMS m/e calcd for C19H14N2O4S (M+) 366.0674, found 366.0679. Run in C(C)O (ethanol). Isolated yield 30.0%. As a reaction SMILES: [NH2:1][C:2]1[N:7]=[C:6]([C:8]2[CH:15]=[CH:14][C:11]([C:12]#[N:13])=[C:10](F)[CH:9]=2)[CH:5]=[C:4]([N:17]2[CH2:22][CH2:21]O[CH:19]([C:23]3[NH:27][C:26]4[CH:28]=[CH:29][C:30]([F:32])=[CH:31][C:25]=4[N:24]=3)[CH2:18]2)[N:3]=1.[OH2:33].[NH2:34][NH2:35]>C(O)C>[NH2:1][C:2]1[N:7]=[C:6]([C:8]2[CH:9]=[C:10]3[C:11]([C:12]([NH2:13])=[N:34][NH:35]3)=[CH:14][CH:15]=2)[CH:5]=[C:4]([N:17]2[CH2:22][CH2:21][O:33][CH:19]([C:23]3[NH:27][C:26]4[CH:28]=[CH:29][C:30]([F:32])=[CH:31][C:25]=4[N:24]=3)[CH2:18]2)[N:3]=1 |f:1.2|. Yields the product NC1=NC(=CC(=N1)C1=CC=C2C(=NNC2=C1)N)N1CC(OCC1)C1=NC2=C(N1)C=CC(=C2)F (6-{2-Amino-6-[2-(5-fluoro-1H-benzimidazol-2-yl)-4-morpholinyl]-4-pyrimidinyl}-1H-indazol-3-amine). Starting materials: NC1=NC(=CC(=N1)C1=CC(=C(C#N)C=C1)F)N1CC(OCC1)C1=NC2=C(N1)C=CC(=C2)F (4-{2-amino-6-[2-(5-fluoro-1H-benzimidazol-2-yl)-4-morpholinyl]-4-pyrimidinyl}-2-fluorobenzonitrile), O.NN (hydrazine hydrate). Reported procedure: To a solution of 4-{2-amino-6-[2-(5-fluoro-1H-benzimidazol-2-yl)-4-morpholinyl]-4-pyrimidinyl}-2-fluorobenzonitrile (120 mg, 0.277 mmol) in ethanol (3.0 mL) at room temperature was added hydrazine hydrate (139 mg, 2.77 mmol). The reaction vessel was sealed and heated in Biotage Initiator using initial high to 120° C. for 1 hour. After cooling the reaction, the solvent was evaporated in vacuo to give the crude product which was triturated with EtOAc (1×5 mL). The resulting solid was filtered thro...